From a dataset of the Open Reaction Database (ORD), a public repository of structured organic reaction records. describe an organic reaction: reactants, conditions, products, and yield Starting materials: COc1ccc2c(c1)C(Cc1ccc(Cl)c(Cl)c1)C(N)CC2, ClCCl, [Na+], [OH-]. The product is NC1CCc2ccc(O)cc2C1Cc1ccc(Cl)c(Cl)c1. As a reaction SMILES: [Cl:1][c:2]1[cH:3][c:4]([CH2:5][CH:6]2[CH:7]([NH2:18])[CH2:8][CH2:9][c:10]3[cH:11][cH:12][c:13]([O:16][CH3:17])[cH:14][c:15]32)[cH:19][cH:20][c:21]1[Cl:22].[Cl:25][CH2:26][Cl:27].[Na+:24].[OH-:23]>>[Cl:1][c:2]1[cH:3][c:4]([CH2:5][CH:6]2[CH:7]([NH2:18])[CH2:8][CH2:9][c:10]3[cH:11][cH:12][c:13]([OH:16])[cH:14][c:15]32)[cH:19][cH:20][c:21]1[Cl:22]. Starting materials: ClC=1C=NC2=CC=C(C=C2C1O)C(=O)OC (methyl 3-chloro-4-hydroxyquinoline-6-carboxylate), P(=O)(Br)(Br)Br (phosphoryl bromide), Ice water. Run at temperature 130 celsius, time 6 hour. The product is BrC1=C(C=NC2=CC=C(C=C12)C(=O)OC)Cl (methyl 4-bromo-3-chloroquinoline-6-carboxylate). Yield: 56.1%. Reaction SMILES: [Cl:1][C:2]1[CH:3]=[N:4][C:5]2[C:10]([C:11]=1O)=[CH:9][C:8]([C:13]([O:15][CH3:16])=[O:14])=[CH:7][CH:6]=2.P(Br)(Br)([Br:19])=O>>[Br:19][C:11]1[C:10]2[C:5](=[CH:6][CH:7]=[C:8]([C:13]([O:15][CH3:16])=[O:14])[CH:9]=2)[N:4]=[CH:3][C:2]=1[Cl:1]. Procedure: A mixture of methyl 3-chloro-4-hydroxyquinoline-6-carboxylate (600 mg) and phosphoryl bromide (868 mg) was heated under stirring in an oil bath at 130° C. for 6 hours. Ice-water was added, followed by neutralization with saturated aqueous sodium bicarbonate and extraction with ethyl acetate. The organic layer was washed with water, dried, and concentrated under reduced pressure to obtain methyl 4-bromo-3-chloroquinoline-6-carboxylate (426 mg).